describe an organic reaction: reactants, conditions, products, and yield From a dataset of the Open Reaction Database (ORD), a public repository of structured organic reaction records. Reactants: TEA, COC=1C=C2C=CC=NC2=C(C1)N (6-methoxyquinolin-8-amine), P(Cl)(Cl)(Cl)(Cl)Cl (PCl5), CCN(C(C)C)C(C)C (DIPEA), COC=1C=C2C=CC=NC2=C(C1)N (6-methoxyquinolin-8-amine), ClS(=O)(=O)O (chlorosulfonic acid), ClC=1C(=C(N)C=CC1)C (3-chloro-2-methylaniline). The product is ClC=1C(=C(C=CC1)NS(=O)(=O)NC=1C=C(C=C2C=CC=NC12)OC)C (N-(3-Chloro-2-methylphenyl)[(6-methoxyquinolin-8-yl)amino]sulfonamide). The yield is 2.3%. As a reaction SMILES: [CH3:1][O:2][C:3]1[CH:4]=[C:5]2[C:10](=[C:11]([NH2:13])[CH:12]=1)[N:9]=[CH:8][CH:7]=[CH:6]2.Cl[S:15]([OH:18])(=O)=[O:16].P(Cl)(Cl)(Cl)(Cl)Cl.[Cl:25][C:26]1[C:27]([CH3:33])=[C:28]([CH:30]=[CH:31][CH:32]=1)[NH2:29].CCN(C(C)C)C(C)C>>[Cl:25][C:26]1[C:27]([CH3:33])=[C:28]([NH:29][S:15]([NH:13][C:11]2[CH:12]=[C:3]([O:2][CH3:1])[CH:4]=[C:5]3[C:10]=2[N:9]=[CH:8][CH:7]=[CH:6]3)(=[O:18])=[O:16])[CH:30]=[CH:31][CH:32]=1. Procedure: In a similar fashion using route 19 general procedure 42, 6-methoxyquinolin-8-amine (Intermediate 23) (300 mg, 1.7 mmol), chlorosulfonic acid (120 μl, 1.8 mmol), PCl5 (370 mg, 1.8 mmol), TEA (360 μl, 2.5 mmol), 3-chloro-2-methylaniline (810 μl, 6.8 mmol) and DIPEA (600 μl, 3.4 mmol) gave the title compound (15 mg, 2%) after purification by column chromatography with DCM/n-hexane (1:1) as the eluent, followed by recrystallisation from EtOAc/n-hexane and then further purification by column chromat... The reactants are C(C)(C)(C)OC(=O)N[C@@H](C(C(=O)O)O)CC1CCCCC1 ((2RS,3R)-3-[(tert-butoxycarbonyl)amino]-4-cyclohexyl-2-hydroxybutanoic acid), C[Si](C)(C)C=[N+]=[N-] (trimethylsilyldiazomethane). Run in C1=CC=CC=C1.CO (benzene methanol). Conditions: time 1 hour. Yields the product C(C)(C)(C)OC(=O)N[C@@H](C(C(=O)OC)O)CC1CCCCC1 (methyl (2RS,3R)-3-(tert-butoxycarbonyl)amino-4-cyclohexyl-2-hydroxybutanoate). RXN SMILES: [C:1]([O:5][C:6]([NH:8][C@H:9]([CH2:15][CH:16]1[CH2:21][CH2:20][CH2:19][CH2:18][CH2:17]1)[CH:10]([OH:14])[C:11]([OH:13])=[O:12])=[O:7])([CH3:4])([CH3:3])[CH3:2].[CH3:22][Si](C=[N+]=[N-])(C)C>C1C=CC=CC=1.CO>[C:1]([O:5][C:6]([NH:8][C@H:9]([CH2:15][CH:16]1[CH2:17][CH2:18][CH2:19][CH2:20][CH2:21]1)[CH:10]([OH:14])[C:11]([O:13][CH3:22])=[O:12])=[O:7])([CH3:4])([CH3:2])[CH3:3] |f:2.3|. Procedure: A solution of Example 3C (10.234 g, 34 mmol), and trimethylsilyldiazomethane (2.0M in hexanes, 25 mL) in 3.5:1 benzene/methanol (232 mL) at room temperature was stirred at 0° C. for 1 hour, warmed to ambient temperature, stirred for 1 hour, quenched by the dropwise addition of acetic acid, concentrated to provide the desired product. MS (ESI) m/e 316 (M+H)+. Starting materials: O=C(c1ccccc1)n1ccc2c(Cl)cc(Br)nc21, CO, [Na+], [OH-]. Product: Clc1cc(Br)nc2[nH]ccc12. RXN SMILES: [Br:1][c:2]1[cH:3][c:4]([Cl:19])[c:5]2[c:6]([n:7]1)[n:8]([C:11]([c:12]1[cH:13][cH:14][cH:15][cH:16][cH:17]1)=[O:18])[cH:9][cH:10]2.[CH3:22][OH:23].[Na+:21].[OH-:20]>>[Br:1][c:2]1[cH:3][c:4]([Cl:19])[c:5]2[c:6]([n:7]1)[nH:8][cH:9][cH:10]2. Starting materials: C1COCCO1, COC=C1c2c(OC)ccc(C)c2C2CCCCC12, O, O, Cc1ccc(S(=O)(=O)O)cc1. Yields the product COc1ccc(C)c2c1C(C=O)C1CCCCC21. Reaction SMILES: [CH2:32]1[O:33][CH2:34][CH2:35][O:36][CH2:37]1.[CH3:1][O:2][c:3]1[cH:4][cH:5][c:6]([CH3:19])[c:7]2[c:15]1[C:14](=[CH:16][O:17][CH3:18])[CH:13]1[CH:8]2[CH2:9][CH2:10][CH2:11][CH2:12]1.[OH2:20].[OH2:38].[c:21]1([CH3:22])[cH:23][cH:24][c:25]([S:26]([OH:27])(=[O:28])=[O:29])[cH:30][cH:31]1>>[CH3:1][O:2][c:3]1[cH:4][cH:5][c:6]([CH3:19])[c:7]2[c:15]1[CH:14]([CH:16]=[O:17])[CH:13]1[CH:8]2[CH2:9][CH2:10][CH2:11][CH2:12]1. Starting materials: FC1=CC=C(C=C1)C=1C=NC2=CC=CC=C2C1 (3-(4-Fluorophenyl) quinoline), OCC1(O)[C@H](O)[C@H](O)[C@H](O)CO1 (Psi). Reagents/catalysts: [Pt]=O (platinum oxide). The solvent is C(C)O (ethanol). The product is FC1=CC=C(C=C1)C1CNC2=CC=CC=C2C1 (3-(4-fluorophenyl)-1,2,3,4-tetrahydroquinoline). Yield: 24.6%. As a reaction SMILES: [F:1][C:2]1[CH:7]=[CH:6][C:5]([C:8]2[CH:9]=[N:10][C:11]3[C:16]([CH:17]=2)=[CH:15][CH:14]=[CH:13][CH:12]=3)=[CH:4][CH:3]=1.OCC1(OC[C@@H](O)[C@@H](O)[C@H]1O)O>C(O)C.[Pt]=O>[F:1][C:2]1[CH:3]=[CH:4][C:5]([CH:8]2[CH2:17][C:16]3[C:11](=[CH:12][CH:13]=[CH:14][CH:15]=3)[NH:10][CH2:9]2)=[CH:6][CH:7]=1. Reported procedure: 3-(4-Fluorophenyl) quinoline (1 g, 0.00448 mol) was dissolved in ethanol (25 mL), and to this was added platinum oxide (0.4 g) under nitrogen atmosphere. The reaction mixture was hydrogenated at 45 Psi for 10 h. After completion of reaction (monitored by TLC), the catalyst was removed by filtration, and the filtrate concentrated under reduced pressure. The crude product was purified by column chromatography (silica 100-200 mesh, diameter of column—2.5 cm, height of silica—approx. 5 inch) to prov... Starting materials: C1(CCCCC1)OC(C(=O)OC)CCCCCCC1=C(N=CS1)C (methyl 2-(cyclohexyloxy)-8-(4-methylthiazol-5-yl)octanoate), C1(=CC=C(C=C1)S(=O)(=O)O)C (p-toluenesulfonic acid). Run in CO (methanol). Yields the product OC(C(=O)OC)CCCCCCC1=C(N=CS1)C (methyl 2-hydroxy-8-(4-methylthiazol-5-yl)octanoate). As a reaction SMILES: C1([O:7][CH:8]([CH2:13][CH2:14][CH2:15][CH2:16][CH2:17][CH2:18][C:19]2[S:23][CH:22]=[N:21][C:20]=2[CH3:24])[C:9]([O:11][CH3:12])=[O:10])CCCCC1.C1(C)C=CC(S(O)(=O)=O)=CC=1>CO>[OH:7][CH:8]([CH2:13][CH2:14][CH2:15][CH2:16][CH2:17][CH2:18][C:19]1[S:23][CH:22]=[N:21][C:20]=1[CH3:24])[C:9]([O:11][CH3:12])=[O:10]. Reported procedure: To a solution of (E)-methyl 2-(cyclohexyloxy)-8-(4-methylthiazol-5-yl)oct-7-enoate (560 mg, 1.58 mmol) and ethanol (40 mL) was added 10% palladium on carbon (82 mg) and the resulting mixture was hydrogenated at 1 atm H2 overnight. The resulting mixture was then filtered through CELITE and concentrated in vacuo to yield methyl 2-(cyclohexyloxy)-8-(4-methylthiazol-5-yl)octanoate (97%) which was used in the next step without further purification. A solution of methyl 2-(cyclohexyloxy)-8-(4-methylth... The reactants are COc1ccc(S(=O)(=O)F)nn1, [H-], [Na+], CN(C)C=O, c1cc[nH]c1. Yields the product COc1ccc(S(=O)(=O)n2cccc2)nn1. Reaction SMILES: [F:8][S:9](=[O:10])(=[O:11])[c:12]1[n:13][n:14][c:15]([O:18][CH3:19])[cH:16][cH:17]1.[H-:1].[Na+:2].[O:20]=[CH:21][N:22]([CH3:23])[CH3:24].[nH:3]1[cH:4][cH:5][cH:6][cH:7]1>>[n:3]1([S:9](=[O:10])(=[O:11])[c:12]2[n:13][n:14][c:15]([O:18][CH3:19])[cH:16][cH:17]2)[cH:4][cH:5][cH:6][cH:7]1. Yield: 78.0%. The reactants are [OH-].[Na+] (NaOH), ClC=1C=C(C(=NC1)F)F (5-chloro-2,3-difluoropyridine). RXN SMILES: [OH-:1].[Na+].[Cl:3][C:4]1[CH:5]=[C:6]([F:11])[C:7](F)=[N:8][CH:9]=1>O>[Cl:3][C:4]1[CH:5]=[C:6]([F:11])[C:7]([OH:1])=[N:8][CH:9]=1 |f:0.1|. Solvent: O (water). Procedure: To a solution of NaOH (101 g, 2.5 mol) in water (500 mL) was added 5-chloro-2,3-difluoropyridine (101 g, 0.68 mol) as a liquid, and the resulting mixture was heated to reflux overnight. After cooling to room temperature, the mixture was filtered through a pad of celite and the pH was adjusted to 1 by the addition of concentrated HCl. The resulting solid was dissolved in ethyl acetate. The combined organic layers were dried over sodium sulfate, filtered and concentrated in vacuo. The title compou... The product is ClC=1C=C(C(=NC1)O)F (5-Chloro-3-fluoro-2-hydroxypyridine), solid. Reactants: Cl (hydrochloric acid), ClC1=C(N)C=CC(=C1)SC#N (2-chloro-4-thiocyanoaniline), O.O.O.O.O.O.O.O.O.[S-2].[Na+].[Na+] (sodium sulfide nonahydrate). The solvent is O (water), C(C)O (ethanol), O (water). Conditions: temperature 50 celsius. The product is ClC1=C(N)C=CC(=C1)S (2-chloro-4-mercaptoaniline). As a reaction SMILES: [Cl:1][C:2]1[CH:8]=[C:7]([S:9]C#N)[CH:6]=[CH:5][C:3]=1[NH2:4].O.O.O.O.O.O.O.O.O.[S-2].[Na+].[Na+].Cl>C(O)C.O>[Cl:1][C:2]1[CH:8]=[C:7]([SH:9])[CH:6]=[CH:5][C:3]=1[NH2:4] |f:1.2.3.4.5.6.7.8.9.10.11.12|. Reported procedure: A solution of 2-chloro-4-thiocyanoaniline (36.9 g., 0.20 mole) in ethanol (100-200 ml.) is added to a stirred solution of sodium sulfide nonahydrate (48.04 g., 0.20 mole) in water (100 ml.) and the mixture warmed (50° C.) for 90 minutes. The cool reaction mixture is poured into water (1 liter) and dilute hydrochloric acid added to bring the pH up to 6.0-6.5. The product is extracted with ether, the ether washed with water and then dried. Removal of the drying agent and ether leaves 2-chloro-4-me... Starting materials: C[Si]([N-][Si](C)(C)C)(C)C.[Na+] (Sodium hexamethyldisilazide), ClCC=1N=C(SC1)N (4-(chloromethyl)-1,3-thiazol-2-amine), CO (methanol). Run at time 72 hour. Product: COCC=1N=C(SC1)N (4-(Methoxymethyl)-1,3-thiazol-2-amine). Yield: 21.0%. RXN SMILES: C[Si](C)(C)[N-][Si](C)(C)C.[Na+].Cl[CH2:12][C:13]1[N:14]=[C:15]([NH2:18])[S:16][CH:17]=1.[CH3:19][OH:20]>>[CH3:19][O:20][CH2:12][C:13]1[N:14]=[C:15]([NH2:18])[S:16][CH:17]=1 |f:0.1|. Procedure: Sodium hexamethyldisilazide (10M in THF, 0.67 mL, 0.67 mmol) was added to a solution of 4-(chloromethyl)-1,3-thiazol-2-amine (J. Indian Chem. Soc. 1960, 37, 241; 100 mg, 0.67 mmol) in methanol (5 mL) followed by stirring under argon at ambient temperature for 72 h. The solvent was then removed under reduced pressure and the residue was taken up in saturated aqueous sodium hydrogencarbonate (20 mL) and ethyl acetate (50 mL). The organic layer was separated then dried (MgSO4); filtered and evapora...